Dataset: the Open Reaction Database (ORD), a public repository of structured organic reaction records. Task: describe an organic reaction: reactants, conditions, products, and yield Reactants: BrCCCCC(=O)Cl (5-bromopentanoyl chloride), C(CCCCCCC)N (octylamine). Product: BrCCCCC(=O)NCCCCCCCC (5-Bromo-N-octylpentanamide). Isolated yield 92.1%. RXN SMILES: [Br:1][CH2:2][CH2:3][CH2:4][CH2:5][C:6](Cl)=[O:7].[CH2:9]([NH2:17])[CH2:10][CH2:11][CH2:12][CH2:13][CH2:14][CH2:15][CH3:16]>>[Br:1][CH2:2][CH2:3][CH2:4][CH2:5][C:6]([NH:17][CH2:9][CH2:10][CH2:11][CH2:12][CH2:13][CH2:14][CH2:15][CH3:16])=[O:7]. Procedure details: 5-Bromo-N-octylpentanamide (17.49 g) (mp μ30°) was prepared from 5-bromopentanoyl chloride (12.96 g) and octylamine (9.05 g) by an analogous method to that described in Example 2a. The reactants are ClC1=NC(=NC(=N1)OC)NC1=CC(=C(C=C1)N1C=NC(=C1)C)OC ((4-chloro-6-methoxy-[1,3,5]triazin-2-yl)-[3-methoxy-4-(4-methyl-imidazol-1-yl)-phenyl]-amine), COCCNC (N-(2-methoxyethyl)methylamine). Product: COC1=NC(=NC(=N1)N(C)CCOC)NC1=CC(=C(C=C1)N1C=NC(=C1)C)OC (6-Methoxy-N-(2-methoxy-ethyl)-N′-[3-methoxy-4-(4-methyl-imidazol-1-yl)-phenyl]-N-methyl-[1,3,5]triazine-2,4-diamine). The yield is 51.0%. Reaction SMILES: Cl[C:2]1[N:7]=[C:6]([O:8][CH3:9])[N:5]=[C:4]([NH:10][C:11]2[CH:16]=[CH:15][C:14]([N:17]3[CH:21]=[C:20]([CH3:22])[N:19]=[CH:18]3)=[C:13]([O:23][CH3:24])[CH:12]=2)[N:3]=1.[CH3:25][O:26][CH2:27][CH2:28][NH:29][CH3:30]>>[CH3:9][O:8][C:6]1[N:7]=[C:2]([N:29]([CH2:28][CH2:27][O:26][CH3:25])[CH3:30])[N:3]=[C:4]([NH:10][C:11]2[CH:16]=[CH:15][C:14]([N:17]3[CH:21]=[C:20]([CH3:22])[N:19]=[CH:18]3)=[C:13]([O:23][CH3:24])[CH:12]=2)[N:5]=1. Procedure: This compound was prepared from (4-chloro-6-methoxy-[1,3,5]triazin-2-yl)-[3-methoxy-4-(4-methyl-imidazol-1-yl)-phenyl]-amine and N-(2-methoxyethyl)methylamine in analogy to example 1c. It was purified by chromatography on Si—NH2 (Isolute) using ethyl acetate as an eluent to give the title compound as a slightly yellowish solid in 51% yield. The reactants are [BH4-].[Na+] (sodium borohydride), [BH4-].[Na+] (sodium borohydride), C(C1=CC=CC=C1)ON1C([C@H]([C@@H]1C(=O)OC)NC(=O)OC(C)(C)C)=O (trans-1-benzyloxy-3-(tert-butoxycarbonylamino)-4-methoxycarbonyl-2-azetidinone), C(C)(=O)O (acetic acid), [Cl-].[Na+] (sodium chloride). The solvent is O (water), O1CCCC1 (tetrahydrofuran), C(C)(=O)OCC (ethyl acetate). Conditions: temperature -15 celsius, time 10 minute. Yields the product C(C1=CC=CC=C1)ON1C([C@H]([C@@H]1CO)NC(=O)OC(C)(C)C)=O (trans-1-benzyloxy-3-(tert-butoxycarbonylamino)-4-hydroxymethyl-2-azetidinone). Isolated yield 24.3%. Reaction SMILES: [CH2:1]([O:8][N:9]1[C@@H:12]([C:13](OC)=[O:14])[C@H:11]([NH:17][C:18]([O:20][C:21]([CH3:24])([CH3:23])[CH3:22])=[O:19])[C:10]1=[O:25])[C:2]1[CH:7]=[CH:6][CH:5]=[CH:4][CH:3]=1.[BH4-].[Na+].C(O)(=O)C.[Cl-].[Na+]>O1CCCC1.O.C(OCC)(=O)C>[CH2:1]([O:8][N:9]1[C@@H:12]([CH2:13][OH:14])[C@H:11]([NH:17][C:18]([O:20][C:21]([CH3:23])([CH3:22])[CH3:24])=[O:19])[C:10]1=[O:25])[C:2]1[CH:7]=[CH:6][CH:5]=[CH:4][CH:3]=1 |f:1.2,4.5|. Procedure: In 60 ml of tetrahydrofuran is dissolved 5.95 g (17 mmole) of trans-1-benzyloxy-3-(tert-butoxycarbonylamino)-4-methoxycarbonyl-2-azetidinone obtained in the same manner as the method described in The Journal of Organic Chemistry, 48 (1983), 3556-3559, and a solution of 965 mg (25.5 mmole) of sodium borohydride in 15 ml of water is added dropwise to the solution under cooling at -15° C. with stirring over the period of 10 minutes. After the addition is completed, the reaction solution is stirred ... Reactants: NC1CCC2CN(Cc3ccccc3)CC12, O=C(O)C1(c2ccccc2)CCCCC1, CCC(C(=O)O)c1ccccc1. Yields the product O=C(NC1CCC2CN(Cc3ccccc3)CC21)C1(c2ccccc2)CCCCC1. Reaction SMILES: [CH2:1]([c:2]1[cH:3][cH:4][cH:5][cH:6][cH:7]1)[N:8]1[CH2:9][CH:10]2[CH:11]([CH2:12]1)[CH:13]([NH2:16])[CH2:14][CH2:15]2.[c:17]1([C:23]2([C:29](=[O:30])[OH:31])[CH2:24][CH2:25][CH2:26][CH2:27][CH2:28]2)[cH:18][cH:19][cH:20][cH:21][cH:22]1.[c:32]1([CH:33]([CH2:34][CH3:35])[C:36]([OH:37])=[O:38])[cH:39][cH:40][cH:41][cH:42][cH:43]1>>[CH2:1]([c:2]1[cH:3][cH:4][cH:5][cH:6][cH:7]1)[N:8]1[CH2:9][CH:10]2[CH:11]([CH2:12]1)[CH:13]([NH:16][C:29]([C:23]1([c:17]3[cH:18][cH:19][cH:20][cH:21][cH:22]3)[CH2:24][CH2:25][CH2:26][CH2:27][CH2:28]1)=[O:30])[CH2:14][CH2:15]2. Starting materials: CN(C)C=O (DMF), C(C)(C)(C)OC(N[C@@H](C(C)C)C1=NC2=CC(=CC=C2C(N1)=O)Cl)=O ((S)-[1-(7-chloro-4-oxo-3,4-dihydro-quinazolin-2-yl)-2-methylpropyl]-carbamic acid tert-butyl ester), Formula 202, C(C1=CC=CC=C1)Br (benzyl bromide), hexanes ethyl acetate, C([O-])([O-])=O.[K+].[K+] (potassium carbonate). As a reaction SMILES: CN(C=O)C.[C:6]([O:10][C:11](=[O:29])[NH:12][C@H:13]([C:17]1[NH:26][C:25](=[O:27])[C:24]2[C:19](=[CH:20][C:21]([Cl:28])=[CH:22][CH:23]=2)[N:18]=1)[CH:14]([CH3:16])[CH3:15])([CH3:9])([CH3:8])[CH3:7].[CH2:30](Br)[C:31]1[CH:36]=[CH:35][CH:34]=[CH:33][CH:32]=1.C(=O)([O-])[O-].[K+].[K+]>O>[C:6]([O:10][C:11](=[O:29])[NH:12][C@H:13]([C:17]1[N:26]([CH2:30][C:31]2[CH:36]=[CH:35][CH:34]=[CH:33][CH:32]=2)[C:25](=[O:27])[C:24]2[C:19](=[CH:20][C:21]([Cl:28])=[CH:22][CH:23]=2)[N:18]=1)[CH:14]([CH3:16])[CH3:15])([CH3:8])([CH3:9])[CH3:7] |f:3.4.5|. Procedure details: A dry 3-necked, round bottomed flask, equipped with a magnetic stirrer and nitrogen inlet, was charged with 50 mL of DMF, 3.50 g (10 mmol) of (S)-[1-(7-chloro-4-oxo-3,4-dihydro-quinazolin-2-yl)-2-methylpropyl]-carbamic acid tert-butyl ester (the compound of Formula 202 prepared, e.g., as described in Example 3.2), 1.34 mL of benzyl bromide (98%), and 3.04 g of potassium carbonate. The mixture was stirred at room temperature overnight. TLC (hexanes/ethyl acetate 7:3) indicated complete reaction. ... Yields the product C(C)(C)(C)OC(N[C@@H](C(C)C)C1=NC2=CC(=CC=C2C(N1CC1=CC=CC=C1)=O)Cl)=O ((S)-[1-(3-benzyl-7-chloro-4-oxo-3,4-dihydro-quinazolin-2-yl)-2-methylpropyl]-carbamic acid tert-butyl ester), Formula 107. Solvent: hexanes, O (water). Run at time 8 hour. The reactants are C(C(C)C)C1=CC=C(C=C1)[C@@H](COC(C)=O)C ((S)-2-(4- isobutyl-phenyl)-1-acetoxy-propane), C(C)(C)C1=CC=C(C=C1)[C@H](CO)C ((R)-2-(4-isopropyl-phenyl)-propan-1-ol), C1=CC=CC=C1 (benzene), C=O (CH2O). Run in C(Cl)(Cl)Cl (CHCl3). The product is C(C(C)C)C1=CC=C(C=C1)C(CO)C (2-(4-Isobutyl-Phenyl)-Propan-1-ol). Reaction SMILES: [CH2:1]([C:5]1[CH:10]=[CH:9][C:8]([C@H:11]([CH3:17])[CH2:12][O:13]C(=O)C)=[CH:7][CH:6]=1)[CH:2]([CH3:4])[CH3:3].C1C=CC=CC=1.C=O.C(C1C=CC([C@@H](C)CO)=CC=1)(C)C>C(Cl)(Cl)Cl>[CH2:1]([C:5]1[CH:6]=[CH:7][C:8]([CH:11]([CH3:17])[CH2:12][OH:13])=[CH:9][CH:10]=1)[CH:2]([CH3:4])[CH3:3]. Reported procedure: The following are obtained: 590 mg of (S)-2-(4- isobutyl-phenyl)-1-acetoxy-propane, as a colorless oil with [α]D20 -7.0° (C=1, benzene), ee 98%, H-NMR (90 MHz in COCl3) (ppm): 0.9 (6H, d, CHHD 3CHCHHD 3; 1.3 (3H, d, CHHD 3CH); 1.5-2.0 (1H, m, CH3CHH3); 2.1 (3H, s, COCH3 ; 2.4 (2H, d, C6H4CHHD 2); 3.1-2.7 (1H, m, C6H4CHHD 2); 4.1 (2H, d, CH2O); 7.0 (4H, s, aromatics); and 490 mg of (R)-2-(4-isopropyl-phenyl)-propan-1-ol as a colorless oil with [α]D20 +12.8° (C=1, CHCl3), ee 97%, H-NMR (90 MHz in ...